This data is from the Open Reaction Database (ORD), a public repository of structured organic reaction records. The task is: describe an organic reaction: reactants, conditions, products, and yield Reactants: FC(COC1=NC=C(C=C1)[N+](=O)[O-])(F)F (2-(2,2,2-Trifluoroethoxy)-5-nitropyridine), [Cl-].[NH4+] (ammonium chloride), 3A. The reagents and catalysts are [Fe] (iron). The solvent is C(C)O (ethanol). Product: FC(COC1=NC=CC=C1N)(F)F (2-(2,2,2-Trifluoroethoxy)-3-Aminopyridine). Isolated yield 23.1%. Reaction SMILES: [F:1][C:2]([F:15])([F:14])[CH2:3][O:4][C:5]1[CH:10]=[CH:9][C:8]([N+]([O-])=O)=[CH:7][N:6]=1.[Cl-].[NH4+:17]>[Fe].C(O)C>[F:1][C:2]([F:15])([F:14])[CH2:3][O:4][C:5]1[C:10]([NH2:17])=[CH:9][CH:8]=[CH:7][N:6]=1 |f:1.2|. Reported procedure: 2-(2,2,2-Trifluoroethoxy)-5-nitropyridine (5.0 grams), powdered iron (15 grams), and ammonium chloride (25 grams) were refluxed in 3A ethanol until TLC detected no starting material (about 4 hours). The reaction mixture was filtered, washed with water, and solvents removed, yielding 1.0 gram of the product as a thin brownish liquid. NMR confirmed the identity of the product. Reactants: [H][H] (hydrogen), [H][H] (hydrogen), [N+](=O)([O-])C=1C=C(C=CC1C)NC(C1=CC(=CC=C1)N1CCOCC1)=O (N-(3-nitro4-methylphenyl)-3-morpholinobenzamide). Reagents/catalysts: [Pd] (Palladium-on-carbon). Solvent: CO (methanol). The product is NC=1C=C(C=CC1C)NC(C1=CC(=CC=C1)N1CCOCC1)=O (N-(3-amino-4-methylphenyl)-3-morpholinobenzamide). Reaction SMILES: [N+:1]([C:4]1[CH:5]=[C:6]([NH:11][C:12](=[O:25])[C:13]2[CH:18]=[CH:17][CH:16]=[C:15]([N:19]3[CH2:24][CH2:23][O:22][CH2:21][CH2:20]3)[CH:14]=2)[CH:7]=[CH:8][C:9]=1[CH3:10])([O-])=O.[H][H]>CO.[Pd]>[NH2:1][C:4]1[CH:5]=[C:6]([NH:11][C:12](=[O:25])[C:13]2[CH:18]=[CH:17][CH:16]=[C:15]([N:19]3[CH2:20][CH2:21][O:22][CH2:23][CH2:24]3)[CH:14]=2)[CH:7]=[CH:8][C:9]=1[CH3:10]. Procedure: 10% Palladium-on-carbon (0.035 g) was added to a stirred solution in methanol (40 ml) of the nitro compound so obtained (0.28 g) and the mixture was stirred at ambient temperature under 1 atmosphere pressure of hydrogen. After uptake of hydrogen had ceased, the catalyst was removed by filtration and the filtrate was evaporated to give N-(3-amino-4-methylphenyl)-3-morpholinobenzamide; NMR: (DMSOd6) 2.0 (s, 3H), 3.19 (t, 4H), 3.78 (t, 4H), 4.8 (s, 2H), 6.8 (q, 2H), 7.08 (s, 1H), 7.1 (d, 1H), 7.34 ... Reactants: C(=O)C1=C(C=C(OCCCC(=O)O)C=C1OC)OC (4-(4-formyl-3,5-dimethoxyphenoxy)butyric acid), C(#N)[BH3-].[Na+] (sodium cyanoborohydride), C1(=CC=CC=C1)P(C1=CC=CC=C1)C1=CC=CC=C1 (Triphenylphosphine), C1=CC=C(C=C1)CNC(=O)CN2C=C(C3=CC=CC=C32)C=O (aldehyde resin), N(=[N+]=[N-])C[C@@H]1CN(C(O1)=O)C1=CC(=C(C=C1)SC(C1=CC=CC=C1)(C1=CC=CC=C1)C1=CC=CC=C1)F (5-(S)-azidomethyl-3-[4′-triphenylmethylthio-3′-fluorophenyl]oxazolidine-2-one). The solvent is ClCCl (dichloromethane), N1=CC=CC=C1 (pyridine), C1CCOC1 (THF), C1CCOC1 (THF). Conditions: time 1 hour. The product is NC[C@H]1CN(C(O1)=O)C1=CC(=C(C=C1)SC(C1=CC=CC=C1)(C1=CC=CC=C1)C1=CC=CC=C1)F (5-(S)-Aminomethyl-3-[4′-triphenylmethylthio-3′-fluorophenyl]oxazolidine-2-one). RXN SMILES: C(C1C(OC)=CC(OCCCC(O)=O)=CC=1OC)=O.C1(P(C2C=CC=CC=2)C2C=CC=CC=2)C=CC=CC=1.C1C=CC(CNC(CN2C3C(=CC=CC=3)C(C=O)=C2)=O)=CC=1.[N:61]([CH2:64][C@H:65]1[O:69][C:68](=[O:70])[N:67]([C:71]2[CH:76]=[CH:75][C:74]([S:77][C:78]([C:91]3[CH:96]=[CH:95][CH:94]=[CH:93][CH:92]=3)([C:85]3[CH:90]=[CH:89][CH:88]=[CH:87][CH:86]=3)[C:79]3[CH:84]=[CH:83][CH:82]=[CH:81][CH:80]=3)=[C:73]([F:97])[CH:72]=2)[CH2:66]1)=[N+]=[N-].C([BH3-])#N.[Na+]>ClCCl.C1COCC1.N1C=CC=CC=1>[NH2:61][CH2:64][C@@H:65]1[O:69][C:68](=[O:70])[N:67]([C:71]2[CH:76]=[CH:75][C:74]([S:77][C:78]([C:79]3[CH:80]=[CH:81][CH:82]=[CH:83][CH:84]=3)([C:85]3[CH:86]=[CH:87][CH:88]=[CH:89][CH:90]=3)[C:91]3[CH:96]=[CH:95][CH:94]=[CH:93][CH:92]=3)=[C:73]([F:97])[CH:72]=2)[CH2:66]1 |f:4.5|. Procedure: Diisopropylcarbodiiimide (4.24 ml, 27.0 mmol) was added to 4-(4-formyl-3,5-dimethoxyphenoxy)butyric acid (13.19 g, 49.2 mmol) and pyridine (20 mL) in dichloromethane (190 mL), and the mixture was stirred at room temperature for 1 h. Tentagel S-NH2 resin (Rapp Polymere, 30.0 g, 12.3 mmol) was added, and the mixture agitated at room temperature overnight. Resulted BAL resin was filtered, washed liberally with methanol and dichloromethane and dried under vacuum. Triphenylphosphine (7.97 g, 0.0304 m... Isolated yield 64.6%. As a reaction SMILES: [H-].[Na+].[Cl:3][C:4]1[CH:12]=[CH:11][C:7]([NH:8][CH2:9][CH3:10])=[C:6]([N+:13]([O-:15])=[O:14])[CH:5]=1.[C:16]([C:18]1[CH:23]=[CH:22][C:21]([S:24](Cl)(=[O:26])=[O:25])=[CH:20][CH:19]=1)#[N:17].O>O1CCCC1>[Cl:3][C:4]1[CH:12]=[CH:11][C:7]([N:8]([CH2:9][CH3:10])[S:24]([C:21]2[CH:20]=[CH:19][C:18]([C:16]#[N:17])=[CH:23][CH:22]=2)(=[O:26])=[O:25])=[C:6]([N+:13]([O-:15])=[O:14])[CH:5]=1 |f:0.1|. The product is ClC1=CC(=C(N(S(=O)(=O)C2=CC=C(C=C2)C#N)CC)C=C1)[N+](=O)[O-] (4′-Chloro-4-cyano-N-ethyl-2′-nitrobenzenesulfonanilide). The reactants are [H-].[Na+] (sodium hydride), ClC1=CC(=C(NCC)C=C1)[N+](=O)[O-] (4-chloro-N-ethyl-2-nitroaniline), O (water), C(#N)C1=CC=C(C=C1)S(=O)(=O)Cl (4-cyanobenzenesulfonyl chloride). The solvent is O1CCCC1 (tetrahydrofuran). Procedure details: To a suspension of sodium hydride (60%, 0.10 g (2.50 mmol)) in tetrahydrofuran (THF)(3.0 ml), 4-chloro-N-ethyl-2-nitroaniline (0.40 g (1.99 mmol)) was added with stirring at room temperature. To the mixture, after stirring for 30 minutes at room temperature, 4-cyanobenzenesulfonyl chloride (0.50 g (2.48 mmol)) was added and the resulting mixture was stirred at room temperature for 3 hours. The reaction mixture was poured into water and the resulting mixture was extracted with ethyl acetate. The ... Reactants: COc1ccc2[nH]c(C(=O)N3CCc4cc(C(=O)NOC5CCCCO5)ccc4C3)cc2c1, CC(C)O, Cl. Yields the product COc1ccc2[nH]c(C(=O)N3CCc4cc(C(=O)NO)ccc4C3)cc2c1. As a reaction SMILES: [CH3:1][O:2][c:3]1[cH:4][c:5]2[cH:6][c:7]([C:12](=[O:13])[N:14]3[CH2:15][c:16]4[cH:17][cH:18][c:19]([C:24](=[O:25])[NH:26][O:27][CH:28]5[CH2:29][CH2:30][CH2:31][CH2:32][O:33]5)[cH:20][c:21]4[CH2:22][CH2:23]3)[nH:8][c:9]2[cH:10][cH:11]1.[CH:35]([OH:36])([CH3:37])[CH3:38].[ClH:34]>>[CH3:1][O:2][c:3]1[cH:4][c:5]2[cH:6][c:7]([C:12](=[O:13])[N:14]3[CH2:15][c:16]4[cH:17][cH:18][c:19]([C:24](=[O:25])[NH:26][OH:27])[cH:20][c:21]4[CH2:22][CH2:23]3)[nH:8][c:9]2[cH:10][cH:11]1. The reactants are C1(=CC=CC=C1)C(C=C(C)C)SC(C=C(C)C)C1=CC=CC=C1 (phenyl-3-methylbut-2-enylsulfide), C1(=CC=CC=C1)C(C=C(C)C)SC(C=C(C)C)C1=CC=CC=C1 (phenyl-3-methylbut-2-enylsulfide), O=P12OP3(=O)OP(=O)(O1)OP(=O)(O2)O3 (phosphorus pentoxide), P(O)(O)(O)=O (phosphoric acid), C1=CC=CC=C1 (benzene). Reaction conditions: time 20 hour. The product is CC1(CCSC2=CC=CC=C12)C (4,4-Dimethylthiochroman). RXN SMILES: C1([CH:7]([S:12]C(C2C=CC=CC=2)C=C(C)C)[CH:8]=[C:9]([CH3:11])[CH3:10])C=CC=CC=1.O=P12OP3(OP(OP(O3)(O1)=O)(=O)O2)=O.P(=O)(O)(O)O.[CH:43]1[CH:48]=[CH:47][CH:46]=[CH:45][CH:44]=1>>[CH3:10][C:9]1([CH3:11])[C:48]2[C:43](=[CH:44][CH:45]=[CH:46][CH:47]=2)[S:12][CH2:7][CH2:8]1. Reported procedure: To a solution of 15.48g (86.824 mmol) of phenyl-3-methylbut-2-enylsulfide (Compound 60) in 160ml benzene were added successively 12.6g (88.767mmol) of phosphorus pentoxide and 11 ml of 85% phosphoric acid. This solution was refluxed with vigorous stirring under argon for 20 hours, then cooled to room temperature. The supernatant organic layer was decanted and the syrupy residue extracted with 3×50ml ether. Organic fractions were combined and washed with water, saturated NaHCO3 and saturated NaCl... Starting materials: O (Water), CN1CCOCC1 (N-methylmorpholine), ClC(=O)OC(COC)C (2-methoxy-1-methylethyl chloroformate), C(#N)C1=CC=C(OCC(C)NC([C@@H](N)C(C)C)=O)C=C1 (N1 -[2-(4-cyanophenoxy)-1-methylethyl]-L-valinamide). The solvent is C(Cl)Cl (methylene chloride). Conditions: time 2 hour. The product is C(#N)C1=CC=C(OCC(C)NC([C@@H](NC(=O)OC(COC)C)C(C)C)=O)C=C1 (N1 -[2-(4-cyanophenoxy)-1-methylethyl]-N2 -(2-methoxy-1-methylethyl)oxycarbonyl-L-valinamide). Isolated yield 20.6%. As a reaction SMILES: CN1CCOCC1.Cl[C:9]([O:11][CH:12]([CH3:16])[CH2:13][O:14][CH3:15])=[O:10].[C:17]([C:19]1[CH:36]=[CH:35][C:22]([O:23][CH2:24][CH:25]([NH:27][C:28](=[O:34])[C@H:29]([CH:31]([CH3:33])[CH3:32])[NH2:30])[CH3:26])=[CH:21][CH:20]=1)#[N:18].O>C(Cl)Cl>[C:17]([C:19]1[CH:20]=[CH:21][C:22]([O:23][CH2:24][CH:25]([NH:27][C:28](=[O:34])[C@H:29]([CH:31]([CH3:32])[CH3:33])[NH:30][C:9]([O:11][CH:12]([CH3:16])[CH2:13][O:14][CH3:15])=[O:10])[CH3:26])=[CH:35][CH:36]=1)#[N:18]. Reported procedure: 1.0 g of N-methylmorpholine, and subsequently 0.7 g of 2-methoxy-1-methylethyl chloroformate were added to a suspension containing 1.5 g of N1 -[2-(4-cyanophenoxy)-1-methylethyl]-L-valinamide suspended in 150 ml of methylene chloride at -20° C. The mixture was allowed to sit and warm naturally to room temperature and stirred for 2 hours at room temperature. Water was subsequently added to the reaction mixture. After the methylene chloride layer was washed with water, the organic layer was dried ... The reactants are O=C(Cl)C(Cl)Cl, O=C1CCCCC1, O, NCCS, c1ccccc1. The product is O=C(C(Cl)Cl)N1CCSC12CCCCC2. Reaction SMILES: [Cl:18][CH:19]([Cl:20])[C:21]([Cl:22])=[O:23].[O:1]=[C:2]1[CH2:3][CH2:4][CH2:5][CH2:6][CH2:7]1.[OH2:24].[SH:8][CH2:9][CH2:10][NH2:11].[cH:12]1[cH:13][cH:14][cH:15][cH:16][cH:17]1>>[C:2]12([CH2:3][CH2:4][CH2:5][CH2:6][CH2:7]1)[S:8][CH2:9][CH2:10][N:11]2[C:21]([CH:19]([Cl:18])[Cl:20])=[O:23]. Reactants: O=C1CCC(=O)N1Br, Cc1c(F)ccc(Br)c1Cl, O=C(OOC(=O)c1ccccc1)c1ccccc1, ClC(Cl)(Cl)Cl. Product: Fc1ccc(Br)c(Cl)c1CBr. Reaction SMILES: [Br:11][N:12]1[C:13](=[O:14])[CH2:15][CH2:16][C:17]1=[O:18].[Br:1][c:2]1[c:3]([Cl:10])[c:4]([CH3:9])[c:5]([F:8])[cH:6][cH:7]1.[C:19]([O:20][O:21][C:22](=[O:23])[c:24]1[cH:25][cH:26][cH:27][cH:28][cH:29]1)(=[O:30])[c:31]1[cH:32][cH:33][cH:34][cH:35][cH:36]1.[C:37]([Cl:38])([Cl:39])([Cl:40])[Cl:41]>>[Br:1][c:2]1[c:3]([Cl:10])[c:4]([CH2:9][Br:11])[c:5]([F:8])[cH:6][cH:7]1.